Dataset: the Open Reaction Database (ORD), a public repository of structured organic reaction records. Task: describe an organic reaction: reactants, conditions, products, and yield Reactants: BrC1=C(C=C(C(=C1)S(=O)C)Br)S(=O)C (1,4-dibromo-2,5-bis(methylsulfinyl)benzene), C(CCCCC)C1=CC=C(S1)[Sn](C)(C)C (5-hexyl-2-trimethylstannylthiophene). Reagents/catalysts: C=1C=CC(=CC1)[P](C=2C=CC=CC2)(C=3C=CC=CC3)[Pd]([P](C=4C=CC=CC4)(C=5C=CC=CC5)C=6C=CC=CC6)([P](C=7C=CC=CC7)(C=8C=CC=CC8)C=9C=CC=CC9)[P](C=1C=CC=CC1)(C=1C=CC=CC1)C=1C=CC=CC1 (Pd(PPh3)4). The solvent is CN(C)C=O (DMF). Reaction conditions: temperature 80 celsius. Yields the product CS(=O)C1=C(C=C(C(=C1)C1=CC=C(S1)CCCCCC)S(=O)C)C1=CC=C(S1)CCCCCC (5,5′-(2,5-bis(methylsulfinyl)-1,4-phenylene)bis(2-hexylthiophene)). Isolated yield 74.8%. RXN SMILES: Br[C:2]1[CH:7]=[C:6]([S:8]([CH3:10])=[O:9])[C:5](Br)=[CH:4][C:3]=1[S:12]([CH3:14])=[O:13].[CH2:15]([C:21]1[S:25][C:24]([Sn](C)(C)C)=[CH:23][CH:22]=1)[CH2:16][CH2:17][CH2:18][CH2:19][CH3:20]>CN(C=O)C.C1C=CC([P]([Pd]([P](C2C=CC=CC=2)(C2C=CC=CC=2)C2C=CC=CC=2)([P](C2C=CC=CC=2)(C2C=CC=CC=2)C2C=CC=CC=2)[P](C2C=CC=CC=2)(C2C=CC=CC=2)C2C=CC=CC=2)(C2C=CC=CC=2)C2C=CC=CC=2)=CC=1>[CH3:14][S:12]([C:3]1[CH:4]=[C:5]([C:24]2[S:25][C:21]([CH2:15][CH2:16][CH2:17][CH2:18][CH2:19][CH3:20])=[CH:22][CH:23]=2)[C:6]([S:8]([CH3:10])=[O:9])=[CH:7][C:2]=1[C:24]1[S:25][C:21]([CH2:15][CH2:16][CH2:17][CH2:18][CH2:19][CH3:20])=[CH:22][CH:23]=1)=[O:13] |^1:38,40,59,78|. Reported procedure: 1,4-dibromo-2,5-bis(methylsulfinyl)benzene 3 (0.900 g, 2.5 mmol) was added to a solution of 4b (1.82 g, 5.5 mmol) in anhydrous DMF (30 mL), and the resulting mixture was purged with Ar for 30 min. Pd(PPh3)4 (87 mg, 0.075 mmol) was then added, and the reaction mixture was heated to 80° C. overnight. Excess DMF was removed under high vacuum, and the residue was dissolved in ethyl acetate and treated with 10% aqueous KF. The mixture was filtered through a pad of Celite. The filtrate was dried over ... Reactants: solution, CCCCCCCC/C=C\CCCCCCCC(=O)OCC([C@@H]1[C@@H]([C@H](CO1)O)O)O (sorbitan monooleate), C(C)(=O)O (acetic acid), C(C(=C)C)(=O)OCCN(C)C (dimethylaminoethyl methacrylate), C(C=C)(=O)N (acrylamide). Run in O (water). Run at temperature 50 celsius, time 30 minute. Yields the product C(C=C)(=O)N.CC(=C)C(=O)OCCN(C)C (Acrylamide DMAEMA). As a reaction SMILES: C(O)(=O)C.[C:5]([O:10][CH2:11][CH2:12][N:13]([CH3:15])[CH3:14])(=[O:9])[C:6]([CH3:8])=[CH2:7].[C:16]([NH2:20])(=[O:19])[CH:17]=[CH2:18].CCCCCCCC/C=C\CCCCCCCC(OCC(O)[C@H]1OC[C@H](O)[C@H]1O)=O>O>[C:16]([NH2:20])(=[O:19])[CH:17]=[CH2:18].[CH3:8][C:6]([C:5]([O:10][CH2:11][CH2:12][N:13]([CH3:15])[CH3:14])=[O:9])=[CH2:7] |f:5.6|. Procedure: To a solution of 41.9 grams of glacial acetic acid in 350 grams of tap water is added 109.6 grams of dimethylaminoethyl methacrylate (DMAEMA), followed by 148.7 grams of acrylamide (AM). The monomer solution pH is 7.0. It is added slowly to a rapidly stirred solution of 30 grams of sorbitan monooleate (SMO) in 320 grams of Shellflex 131. The resulting emulsion is sparged with nitrogen, warmed to 50° C. and treated with a solution 0.10 grams of bis azoisobutyronitrile (DuPont VAZO) in 2 millilite... Starting materials: S1C(=CC=C1)C=CC(=O)O (3-thiophen-2-yl-acrylic acid), COC([C@H](N)CC(C)C)=O (D-leucine methyl ester). Product: COC(C(CC(C)C)NC(C=CC=1SC=CC1)=O)=O (4-Methyl-2-(3-thiophen-2-yl-acryloylamino)-pentanoic acid methyl ester). Reaction SMILES: [S:1]1[CH:5]=[CH:4][CH:3]=[C:2]1[CH:6]=[CH:7][C:8]([OH:10])=O.[CH3:11][O:12][C:13](=[O:20])[C@@H:14]([CH2:16][CH:17]([CH3:19])[CH3:18])[NH2:15]>>[CH3:11][O:12][C:13](=[O:20])[CH:14]([NH:15][C:8](=[O:10])[CH:7]=[CH:6][C:2]1[S:1][CH:5]=[CH:4][CH:3]=1)[CH2:16][CH:17]([CH3:19])[CH3:18]. Procedure details: Prepared in a similar manner as described in example 4 from 3-thiophen-2-yl-acrylic acid and D-leucine methyl ester. MS (M+H, 282.2).